Dataset: the Open Reaction Database (ORD), a public repository of structured organic reaction records. Task: describe an organic reaction: reactants, conditions, products, and yield Reactants: O=C1CCC(=O)N1Br, CC(=O)O, C=Cc1ccccc1F, [Na+], [Na+], [Na+], O=C([O-])[O-], C1COCCO1, [OH-], O. The product is Fc1ccccc1C1CO1. Reaction SMILES: [Br:14][N:15]1[C:16](=[O:17])[CH2:18][CH2:19][C:20]1=[O:21].[CH3:10][C:11]([OH:12])=[O:13].[F:1][c:2]1[c:3]([CH:4]=[CH2:5])[cH:6][cH:7][cH:8][cH:9]1.[Na+:22].[Na+:23].[Na+:29].[O-:24][C:25](=[O:26])[O-:27].[O:30]1[CH2:31][CH2:32][O:33][CH2:34][CH2:35]1.[OH-:28].[OH2:36]>>[F:1][c:2]1[c:3]([CH:4]2[CH2:5][O:12]2)[cH:6][cH:7][cH:8][cH:9]1. The reactants are CNC(=O)c1cc(Oc2ccc(NC(=O)Nc3cc(C(C)(C)C)nn3-c3cccc(CO)c3)c(F)c2)ccn1, O=C([O-])[O-], CCC(=O)Cl, [K+], [K+], C1CCOC1. Yields the product CCC(=O)OCc1cccc(-n2nc(C(C)(C)C)cc2NC(=O)Nc2ccc(Oc3ccnc(C(=O)NC)c3)cc2F)c1. RXN SMILES: [C:1]([CH3:2])([CH3:3])([CH3:4])[c:5]1[n:6][n:7](-[c:32]2[cH:33][c:34]([CH2:38][OH:39])[cH:35][cH:36][cH:37]2)[c:8]([NH:10][C:11](=[O:12])[NH:13][c:14]2[c:15]([F:31])[cH:16][c:17]([O:18][c:19]3[cH:20][c:21]([C:25](=[O:26])[NH:27][CH3:28])[n:22][cH:23][cH:24]3)[cH:29][cH:30]2)[cH:9]1.[C:40](=[O:41])([O-:42])[O-:43].[C:46]([CH2:47][CH3:48])(=[O:49])[Cl:50].[K+:44].[K+:45].[O:51]1[CH2:52][CH2:53][CH2:54][CH2:55]1>>[C:1]([CH3:2])([CH3:3])([CH3:4])[c:5]1[n:6][n:7](-[c:32]2[cH:33][c:34]([CH2:38][O:39][C:46]([CH2:47][CH3:48])=[O:49])[cH:35][cH:36][cH:37]2)[c:8]([NH:10][C:11](=[O:12])[NH:13][c:14]2[c:15]([F:31])[cH:16][c:17]([O:18][c:19]3[cH:20][c:21]([C:25](=[O:26])[NH:27][CH3:28])[n:22][cH:23][cH:24]3)[cH:29][cH:30]2)[cH:9]1. Reactants: [Al+3], [H-], [H-], [H-], [H-], [Li+], [Na+], O=C(Oc1cccc2c1CCC2)C1CNCCO1, C1CCOC1, [OH-], O. Yields the product OC(Oc1cccc2c1CCC2)C1CNCCO1. Reaction SMILES: [Al+3:7].[H-:10].[H-:11].[H-:6].[H-:9].[Li+:8].[Na+:31].[O:12]=[C:13]([CH:14]1[O:15][CH2:16][CH2:17][NH:18][CH2:19]1)[O:20][c:21]1[c:22]2[c:26]([cH:27][cH:28][cH:29]1)[CH2:25][CH2:24][CH2:23]2.[O:1]1[CH2:2][CH2:3][CH2:4][CH2:5]1.[OH-:30].[OH2:32]>>[OH:12][CH:13]([CH:14]1[O:15][CH2:16][CH2:17][NH:18][CH2:19]1)[O:20][c:21]1[c:22]2[c:26]([cH:27][cH:28][cH:29]1)[CH2:25][CH2:24][CH2:23]2. Reactants: N(=[N+]=[N-])C[C@@H]1OC2=C(C=C(C=C2CC1)F)C1=C(C=CC=C1Cl)Cl ((R)-2-(azidomethyl)-8-(2,6-dichlorophenyl)-6-fluorochroman), C1(=CC=CC=C1)P(C1=CC=CC=C1)C1=CC=CC=C1 (triphenylphosphine). Run in O1CCCC1 (tetrahydrofuran), O (water). Run at time 2 day. Product: ClC1=C(C(=CC=C1)Cl)C=1C=C(C=C2CC[C@@H](OC12)CN)F ({[(R)-8-(2,6-dichlorophenyl)-6-fluoro-3,4-dihydro-2H-chromen-2-yl]methyl}amine). Reaction SMILES: [N:1]([CH2:4][C@H:5]1[CH2:14][CH2:13][C:12]2[C:7](=[C:8]([C:16]3[C:21]([Cl:22])=[CH:20][CH:19]=[CH:18][C:17]=3[Cl:23])[CH:9]=[C:10]([F:15])[CH:11]=2)[O:6]1)=[N+]=[N-].C1(P(C2C=CC=CC=2)C2C=CC=CC=2)C=CC=CC=1>O1CCCC1.O>[Cl:23][C:17]1[CH:18]=[CH:19][CH:20]=[C:21]([Cl:22])[C:16]=1[C:8]1[CH:9]=[C:10]([F:15])[CH:11]=[C:12]2[C:7]=1[O:6][C@@H:5]([CH2:4][NH2:1])[CH2:14][CH2:13]2. Procedure: To a solution of (R)-2-(azidomethyl)-8-(2,6-dichlorophenyl)-6-fluorochroman (0.26 g, 0.73 mmol) in tetrahydrofuran (10 mL) and water (1 mL) was added polymer-bound triphenylphosphine (˜3 mmol/g, 0.74 g, 2.2 mmol) and the reaction mixture stirred at room temperature for 2 days. The brown suspension was then filtered through celite, the filter cake washed with ethyl acetate (50 mL) and the combined filtrates concentrated under vacuum. The solvent was removed under vacuum. Chromatography with 0–10%... Starting materials: C=CCBr, CCOC(=O)c1ccc(Cl)c(O)c1, CC(C)=O, [K+], [K+], O=C([O-])[O-]. Product: C=CCOc1cc(C(=O)OCC)ccc1Cl. Reaction SMILES: [Br:7][CH2:8][CH:9]=[CH2:10].[CH2:11]([CH3:12])[O:13][C:14]([c:15]1[cH:16][c:17]([OH:22])[c:18]([Cl:21])[cH:19][cH:20]1)=[O:23].[CH3:24][C:25](=[O:26])[CH3:27].[K+:1].[K+:2].[O-:3][C:4]([O-:5])=[O:6]>>[CH2:8]=[CH:9][CH2:10][O:22][c:17]1[cH:16][c:15]([C:14]([O:13][CH2:11][CH3:12])=[O:23])[cH:20][cH:19][c:18]1[Cl:21]. The reactants are Br, O=C=NCc1ccccc1, CCOC(=O)CCCc1csc(N)n1, CN(C)C=O. Product: CCOC(=O)CCCc1csc(NC(=O)NCc2ccccc2)n1. Reaction SMILES: [BrH:1].[CH2:16]([c:17]1[cH:18][cH:19][cH:20][cH:21][cH:22]1)[N:23]=[C:24]=[O:25].[NH2:2][c:3]1[s:4][cH:5][c:6]([CH2:8][CH2:9][CH2:10][C:11](=[O:12])[O:13][CH2:14][CH3:15])[n:7]1.[O:26]=[CH:27][N:28]([CH3:29])[CH3:30]>>[NH:2]([c:3]1[s:4][cH:5][c:6]([CH2:8][CH2:9][CH2:10][C:11](=[O:12])[O:13][CH2:14][CH3:15])[n:7]1)[C:24]([NH:23][CH2:16][c:17]1[cH:18][cH:19][cH:20][cH:21][cH:22]1)=[O:25]. The reactants are ClC=1C=C(C=NC1F)C12CCCN2CCC1 (7a-(5-chloro-6-fluoro-3-pyridinyl)-hexahydro-1H-pyrrolizine), Cl (HCl). Run in CCOCC (Et2O), CCOCC (Et2O). The product is Cl.ClC=1C=C(C=NC1F)C12CCCN2CCC1 (7a-(5-chloro-6-fluoro-3-pyridinyl)-hexahydro-1H-pyrrolizine hydrochloride salt). The yield is 74.0%. Reaction SMILES: [Cl:1][C:2]1[CH:3]=[C:4]([C:9]23[CH2:16][CH2:15][CH2:14][N:13]2[CH2:12][CH2:11][CH2:10]3)[CH:5]=[N:6][C:7]=1[F:8].Cl>CCOCC>[ClH:1].[Cl:1][C:2]1[CH:3]=[C:4]([C:9]23[CH2:16][CH2:15][CH2:14][N:13]2[CH2:12][CH2:11][CH2:10]3)[CH:5]=[N:6][C:7]=1[F:8] |f:3.4|. Reported procedure: 7a-(5-chloro-6-fluoro-3-pyridinyl)-hexahydro-1H-pyrrolizine was dissolved in Et2O, and Et2O saturated with HCl (g) was added. The solvent was removed, and the solid was triturated with Et2O and dried to afford the title compound as a white powder (35 mg, 74%): mp 181°-183° C.; 1H NMR (D2O, 300 MHz) δ2.15-2.50 (m, 6H), 2.56-2.65 2H), 3.34-3.42 (m, 2H), 3.79-3.87 (m, 2H), 8.24-8.29 (m, 2H); MS (CI/NH3) m/z: 241 (M+H)+ ; MS (CI/NH3): m/z 241/243 (M+H+). Anal. Calcd for C12H14 ClFN2.HCl: C, 52.00; H... Reactants: O1C(NC[C@@]12CN1CCC2CC1)=O ((S)-spiro[1-azabicyclo[2.2.2]octan-3,5′-oxazolidin]-2′-one), BrC=1SC(=CC1)N1N=CC=C1 (2-bromo-5-(2-pyrazolyl)thiophene). Reagents/catalysts: [Cu]I (copper (I) iodide). Product: N=1N(C=CC1)C1=CC=C(S1)N1C(O[C@@]2(C1)CN1CCC2CC1)=O ((R)-3′-[5-(2-Pyrazolyl)thiophen-2-yl]spiro[1-azabicyclo[2.2.2]octan-3,5′-oxazolidin]-2′-one). RXN SMILES: [O:1]1[C@@:5]2([CH:10]3[CH2:11][CH2:12][N:7]([CH2:8][CH2:9]3)[CH2:6]2)[CH2:4][NH:3][C:2]1=[O:13].Br[C:15]1[S:16][C:17]([N:20]2[CH:24]=[CH:23][CH:22]=[N:21]2)=[CH:18][CH:19]=1>[Cu]I>[N:21]1[N:20]([C:17]2[S:16][C:15]([N:3]3[CH2:4][C@:5]4([CH:10]5[CH2:11][CH2:12][N:7]([CH2:8][CH2:9]5)[CH2:6]4)[O:1][C:2]3=[O:13])=[CH:19][CH:18]=2)[CH:24]=[CH:23][CH:22]=1. Procedure: The compound was prepared by a method analog to that described in Preparation 3 from (S)-spiro[1-azabicyclo[2.2.2]octan-3,5′-oxazolidin]-2′-one and 2-bromo-5-(2-pyrazolyl)thiophene using 3.6 equivalents of copper (I) iodide. The title compound was obtained as a pale solid, m/z 343 (MH+).